This data is from the Open Reaction Database (ORD), a public repository of structured organic reaction records. The task is: describe an organic reaction: reactants, conditions, products, and yield Starting materials: C(C)(C)(C)OC(N)=O.NCCNS(=O)(=O)C=1C=2C=CN=CC2C=C(C1)Br (7-bromo-isoquinoline-5-sulfonic acid (2-amino-ethyl)-amide carbamic acid t-butyl ester), C1(=CC=CC=C1)B1OCCCO1 (2-phenyl-1,3,2-dioxaborinane), Pd(dppb)Cl2, C(=O)([O-])[O-].[Na+].[Na+] (Na2CO3). Run in COCCOC (ethylene glycol dimethyl ether), CO (CH3OH), CCOC(=O)C (EtOAc). Run at temperature 80 celsius, time 8 hour. Yields the product C(C)(C)(C)OC(N)=O.NCCNS(=O)(=O)C=1C=2C=CN=CC2C=C(C1)C1=CC=CC=C1 (7-phenyl-isoquinoline-5-sulfonic acid (2-amino-ethyl)-amide carbamic acid t-butyl ester). Yield: 93.5%. Reaction SMILES: [C:1]([O:5][C:6](=[O:8])[NH2:7])([CH3:4])([CH3:3])[CH3:2].[NH2:9][CH2:10][CH2:11][NH:12][S:13]([C:16]1[C:17]2[CH:18]=[CH:19][N:20]=[CH:21][C:22]=2[CH:23]=[C:24](Br)[CH:25]=1)(=[O:15])=[O:14].[C:27]1(B2OCCCO2)[CH:32]=[CH:31][CH:30]=[CH:29][CH:28]=1.C([O-])([O-])=O.[Na+].[Na+]>COCCOC.CO.CCOC(C)=O>[C:1]([O:5][C:6](=[O:8])[NH2:7])([CH3:4])([CH3:3])[CH3:2].[NH2:9][CH2:10][CH2:11][NH:12][S:13]([C:16]1[C:17]2[CH:18]=[CH:19][N:20]=[CH:21][C:22]=2[CH:23]=[C:24]([C:27]2[CH:32]=[CH:31][CH:30]=[CH:29][CH:28]=2)[CH:25]=1)(=[O:15])=[O:14] |f:0.1,3.4.5,9.10|. Procedure details: A mixture of 7-bromo-isoquinoline-5-sulfonic acid (2-amino-ethyl)-amide carbamic acid t-butyl ester (1.50 g, 3.49 mmol), 2-phenyl-1,3,2-dioxaborinane (1.129 g, 6.98 mmol), Pd(dppb)Cl2 (211 mg, 0.0349 mmol) and Na2CO3 (2.0M, 12 mL) in ethylene glycol dimethyl ether (60 mL) and CH3OH (15 mL) is heated to 80° C. (oil bath) with stirring overnight. After cooling to room temperature, the mixture is diluted with EtOAc, filtered and concentrated. The residue is dissolved in EtOAc, washed with brine and... Reactants: BrB(Br)Br, ClCCl, O, CCC(OC)c1nc(-c2ccccc2)c(-c2ccccc2)c(O)c1C(=O)Nc1nccs1. Product: CCC(O)c1nc(-c2ccccc2)c(-c2ccccc2)c(O)c1C(=O)Nc1nccs1. RXN SMILES: [B:36]([Br:37])([Br:38])[Br:39].[CH2:33]([Cl:34])[Cl:35].[OH2:40].[c:1]1(-[c:7]2[c:8]([OH:32])[c:9]([C:24](=[O:25])[NH:26][c:27]3[s:28][cH:29][cH:30][n:31]3)[c:10]([CH:19]([CH2:20][CH3:21])[O:22][CH3:23])[n:11][c:12]2-[c:13]2[cH:14][cH:15][cH:16][cH:17][cH:18]2)[cH:2][cH:3][cH:4][cH:5][cH:6]1>>[c:1]1(-[c:7]2[c:8]([OH:32])[c:9]([C:24](=[O:25])[NH:26][c:27]3[s:28][cH:29][cH:30][n:31]3)[c:10]([CH:19]([CH2:20][CH3:21])[OH:22])[n:11][c:12]2-[c:13]2[cH:14][cH:15][cH:16][cH:17][cH:18]2)[cH:2][cH:3][cH:4][cH:5][cH:6]1. Starting materials: Nc1ccc(C2CCS(=O)(=O)CC2)cc1Br, OB(O)C1=CCCCC1, O=C([O-])[O-], C1COCCO1, CCOC(C)=O, [Na+], [Na+], c1ccc(P(c2ccccc2)(c2ccccc2)[Pd](P(c2ccccc2)(c2ccccc2)c2ccccc2)(P(c2ccccc2)(c2ccccc2)c2ccccc2)P(c2ccccc2)(c2ccccc2)c2ccccc2)cc1. The product is Nc1ccc(C2CCS(=O)(=O)CC2)cc1C1=CCCCC1. Reaction SMILES: [Br:1][c:2]1[c:3]([NH2:16])[cH:4][cH:5][c:6]([CH:8]2[CH2:9][CH2:10][S:11](=[O:14])(=[O:15])[CH2:12][CH2:13]2)[cH:7]1.[C:17]1([B:23]([OH:24])[OH:25])=[CH:18][CH2:19][CH2:20][CH2:21][CH2:22]1.[C:26](=[O:27])([O-:28])[O-:29].[CH2:38]1[O:39][CH2:40][CH2:41][O:42][CH2:43]1.[CH3:32][CH2:33][O:34][C:35]([CH3:36])=[O:37].[Na+:30].[Na+:31].[cH:44]1[cH:45][cH:46][c:47]([P:48]([Pd:49]([P:50]([c:51]2[cH:52][cH:53][cH:54][cH:55][cH:56]2)([c:57]2[cH:58][cH:59][cH:60][cH:61][cH:62]2)[c:63]2[cH:64][cH:65][cH:66][cH:67][cH:68]2)([P:69]([c:70]2[cH:71][cH:72][cH:73][cH:74][cH:75]2)([c:76]2[cH:77][cH:78][cH:79][cH:80][cH:81]2)[c:82]2[cH:83][cH:84][cH:85][cH:86][cH:87]2)[P:88]([c:89]2[cH:90][cH:91][cH:92][cH:93][cH:94]2)([c:95]2[cH:96][cH:97][cH:98][cH:99][cH:100]2)[c:101]2[cH:102][cH:103][cH:104][cH:105][cH:106]2)([c:107]2[cH:108][cH:109][cH:110][cH:111][cH:112]2)[c:113]2[cH:114][cH:115][cH:116][cH:117][cH:118]2)[cH:119][cH:120]1>>[c:2]1([C:17]2=[CH:18][CH2:19][CH2:20][CH2:21][CH2:22]2)[c:3]([NH2:16])[cH:4][cH:5][c:6]([CH:8]2[CH2:9][CH2:10][S:11](=[O:14])(=[O:15])[CH2:12][CH2:13]2)[cH:7]1. The reactants are CCCCOCCOc1ccc(-c2ccc3c(c2)C=C(C(=O)Nc2ccc(SCc4ncon4)cc2)CCN3CC(C)C)cc1, ClCCl, [Na+], [Na+], O=C(OO)c1cccc(Cl)c1, O=S([O-])([O-])=S. The product is CCCCOCCOc1ccc(-c2ccc3c(c2)C=C(C(=O)Nc2ccc(S(=O)Cc4ncon4)cc2)CCN3CC(C)C)cc1. As a reaction SMILES: [CH2:1]([CH2:2][CH2:3][CH3:4])[O:5][CH2:6][CH2:7][O:8][c:9]1[cH:10][cH:11][c:12](-[c:15]2[cH:16][cH:17][c:18]3[c:19]([cH:45]2)[CH:20]=[C:21]([C:29](=[O:30])[NH:31][c:32]2[cH:33][cH:34][c:35]([S:38][CH2:39][c:40]4[n:41][o:42][cH:43][n:44]4)[cH:36][cH:37]2)[CH2:22][CH2:23][N:24]3[CH2:25][CH:26]([CH3:27])[CH3:28])[cH:13][cH:14]1.[Cl:64][CH2:65][Cl:66].[Na+:62].[Na+:63].[OH:46][O:47][C:48]([c:49]1[cH:50][c:51]([Cl:52])[cH:53][cH:54][cH:55]1)=[O:56].[S:57]([O-:58])([O-:59])(=[O:60])=[S:61]>>[CH2:1]([CH2:2][CH2:3][CH3:4])[O:5][CH2:6][CH2:7][O:8][c:9]1[cH:10][cH:11][c:12](-[c:15]2[cH:16][cH:17][c:18]3[c:19]([cH:45]2)[CH:20]=[C:21]([C:29](=[O:30])[NH:31][c:32]2[cH:33][cH:34][c:35]([S:38]([CH2:39][c:40]4[n:41][o:42][cH:43][n:44]4)=[O:46])[cH:36][cH:37]2)[CH2:22][CH2:23][N:24]3[CH2:25][CH:26]([CH3:27])[CH3:28])[cH:13][cH:14]1. Reactants: NC1=CC=C(C=C1)S(=O)(=O)NC1=NC(=NC(=C1)Cl)N (4-amino-N-(2-amino-6-chloro-pyrimidin-4-yl)-benzenesulfonamide), CO (methanol). The solvent is [Na] (sodium). Run at temperature 150 celsius, time 9 hour. The product is NC1=CC=C(C=C1)S(=O)(=O)NC1=NC(=NC(=C1)OC)N (4-amino-N-(2-amino-6-methoxy-pyrimidin-4-yl)-benzenesulfonamide). The yield is 94.0%. As a reaction SMILES: [NH2:1][C:2]1[CH:7]=[CH:6][C:5]([S:8]([NH:11][C:12]2[CH:17]=[C:16](Cl)[N:15]=[C:14]([NH2:19])[N:13]=2)(=[O:10])=[O:9])=[CH:4][CH:3]=1.[CH3:20][OH:21]>[Na]>[NH2:1][C:2]1[CH:7]=[CH:6][C:5]([S:8]([NH:11][C:12]2[CH:17]=[C:16]([O:21][CH3:20])[N:15]=[C:14]([NH2:19])[N:13]=2)(=[O:10])=[O:9])=[CH:4][CH:3]=1 |^1:21|. Procedure: 0.27 g (0.0009 mol) of 4-amino-N-(2-amino-6-chloro-pyrimidin-4-yl)-benzenesulfonamide was dissolved in a solution of 0.23 g of sodium in 20 ml of methanol and stirred in an autoclave at 150° C. for 9 hours. The solvent was distilled off, the residue was added to water and the pH value was adjusted to 4-5 with 1N HCl. The precipitate which thereby separated was filtered off under suction, washed with water and dried. The crystals obtained were triturated in 20 ml of methanol, again filtered off a...